Dataset: the Open Reaction Database (ORD), a public repository of structured organic reaction records. Task: describe an organic reaction: reactants, conditions, products, and yield Reactants: OC(CSc1ccccc1)Cn1c2ccc(Br)cc2c2cc(Br)ccc21, ClCCl, O=S. The product is O=S(CC(O)Cn1c2ccc(Br)cc2c2cc(Br)ccc21)c1ccccc1. RXN SMILES: [Br:3][c:4]1[cH:5][cH:6][c:7]2[n:8]([CH2:18][CH:19]([CH2:20][S:21][c:22]3[cH:23][cH:24][cH:25][cH:26][cH:27]3)[OH:28])[c:9]3[cH:10][cH:11][c:12]([Br:17])[cH:13][c:14]3[c:15]2[cH:16]1.[Cl:29][CH2:30][Cl:31].[S:1]=[O:2]>>[O:2]=[S:21]([CH2:20][CH:19]([CH2:18][n:8]1[c:7]2[cH:6][cH:5][c:4]([Br:3])[cH:16][c:15]2[c:14]2[c:9]1[cH:10][cH:11][c:12]([Br:17])[cH:13]2)[OH:28])[c:22]1[cH:23][cH:24][cH:25][cH:26][cH:27]1. Starting materials: C(C1=CC=CC=C1)(=O)NC1=CC=C(C=C1)C1=CC=C2CN(C(C2=C1)=O)[C@H](C(=O)O)C(C)C ((S)-2-(6-(4-Benzamidophenyl)-1-oxoisoindolin-2-yl)-3-methylbutanoic acid), CC([C@@H](C(=O)OC)N1C(C2=CC(=CC=C2C1)C1=NC=C(C=C1)NC(=O)C=1N=C(OC1C)C1=CC=CC=C1)=O)C ((S)-Methyl 3-methyl-2-(6-(5-(5-methyl-2-phenyloxazole-4-carboxamido)pyridin-2-yl)-1-oxoisoindolin-2-yl)butanoate). Product: CC([C@@H](C(=O)O)N1C(C2=CC(=CC=C2C1)C1=NC=C(C=C1)NC(=O)C=1N=C(OC1C)C1=CC=CC=C1)=O)C ((S)-3-Methyl-2-(6-(5-(5-methyl-2-phenyloxazole-4-carboxamido)pyridin-2-yl)-1-oxoisoindolin-2-yl)butanoic acid). The yield is 92.0%. As a reaction SMILES: C(NC1C=CC(C2C=C3C(CN([C@@H](C(C)C)C(O)=O)C3=O)=CC=2)=CC=1)(=O)C1C=CC=CC=1.[CH3:33][CH:34]([CH3:71])[C@H:35]([N:40]1[CH2:48][C:47]2[C:42](=[CH:43][C:44]([C:49]3[CH:54]=[CH:53][C:52]([NH:55][C:56]([C:58]4[N:59]=[C:60]([C:64]5[CH:69]=[CH:68][CH:67]=[CH:66][CH:65]=5)[O:61][C:62]=4[CH3:63])=[O:57])=[CH:51][N:50]=3)=[CH:45][CH:46]=2)[C:41]1=[O:70])[C:36]([O:38]C)=[O:37]>>[CH3:33][CH:34]([CH3:71])[C@H:35]([N:40]1[CH2:48][C:47]2[C:42](=[CH:43][C:44]([C:49]3[CH:54]=[CH:53][C:52]([NH:55][C:56]([C:58]4[N:59]=[C:60]([C:64]5[CH:65]=[CH:66][CH:67]=[CH:68][CH:69]=5)[O:61][C:62]=4[CH3:63])=[O:57])=[CH:51][N:50]=3)=[CH:45][CH:46]=2)[C:41]1=[O:70])[C:36]([OH:38])=[O:37]. Procedure: The compound of example 655 was prepared analogous to the compound of example 98 by hydrolysis of compound of example 654. Reactants: BrC[C@@H]1CC[C@H](CC1)C1=CC=C(C=C1)C1=CC(=C(C=C1)OCC)F (4-(trans-4-bromomethylcyclohexyl)-3'-fluoro-4'-ethoxybiphenyl), [Mg] (magnesium), BrC[C@@H]1CC[Si@H](CC1)CCCC=C (trans-1-bromomethyl-4-(4-pentenyl)-4-silacyclohexane). Reagents/catalysts: [Cu]I (copper (I) iodide), P(=O)(OCC)(OCC)OCC (triethyl phosphate). The solvent is C1CCOC1 (THF), C1CCOC1 (THF). Yields the product C(CCC=C)[Si@@H]1CC[C@H](CC1)CC[C@@H]1CC[C@H](CC1)C1=CC=C(C=C1)C1=CC(=C(C=C1)OCC)F (4-(trans-4-(2-(trans-4-(4-pentenyl)-4-silacyclohexyl)ethyl)cyclohexyl)-3'-fluoro-4'-ethoxybiphenyl). Isolated yield 71.2%. Reaction SMILES: Br[CH2:2][C@H:3]1[CH2:8][CH2:7][C@H:6]([C:9]2[CH:14]=[CH:13][C:12]([C:15]3[CH:20]=[CH:19][C:18]([O:21][CH2:22][CH3:23])=[C:17]([F:24])[CH:16]=3)=[CH:11][CH:10]=2)[CH2:5][CH2:4]1.[Mg].Br[CH2:27][C@H:28]1[CH2:33][CH2:32][Si@H:31]([CH2:34][CH2:35][CH2:36][CH:37]=[CH2:38])[CH2:30][CH2:29]1>[Cu]I.P(OCC)(OCC)(OCC)=O.C1COCC1>[CH2:34]([Si@H:31]1[CH2:30][CH2:29][C@H:28]([CH2:27][CH2:2][C@H:3]2[CH2:8][CH2:7][C@H:6]([C:9]3[CH:14]=[CH:13][C:12]([C:15]4[CH:20]=[CH:19][C:18]([O:21][CH2:22][CH3:23])=[C:17]([F:24])[CH:16]=4)=[CH:11][CH:10]=3)[CH2:5][CH2:4]2)[CH2:33][CH2:32]1)[CH2:35][CH2:36][CH:37]=[CH2:38]. Procedure details: 39.1 g (0.1 mol) of 4-(trans-4-bromomethylcyclohexyl)-3'-fluoro-4'-ethoxybiphenyl was dripped into a mixture of 2.5 g (0.11 mol) of magnesium and 300 ml of THF to obtain a Grignard's reagent. This solution was then dripped into a 500 ml THF solution of 0.5 g of triethyl phosphate, 0.1 g of copper (I) iodide and 26.1 g (0.1 mol) of trans-1-bromomethyl-4-(4-pentenyl)-4-silacyclohexane. After a conventional after treatment, purification was conducted by means of chromatography to obtain 35.1 g (yie... The product is [N+](=O)(O[C@@H]1C(OC2=C([C@H]1N1C(C3=CC=CC=C3C1)=O)C=C(C=C2)S(=O)(=O)C(F)(F)F)(C)C)[O-] (trans-3,4-Dihydro-2,2-dimethyl-4-(1-oxoisoindolin-2-yl)-6-trifluoromethylsulfonyl-2H-1-benzopyran-3-yl nitrate). The solvent is C(Cl)Cl (methylene chloride), O (water). Procedure details: 116 mg of nitronium tetrafluoroborate were added to a solution of 300 mg of trans-3,4-dihydro-2,2-dimethyl-4-(1-oxoisoindolin-2-yl)-6-trifluoromethylsulfonyl-2H-1-benzopyran-3-ol (prepared as described in Preparation 13) in 5 ml of methylene chloride, and the resulting mixture was stirred at room temperature for 1.5 hours. At the end of this time, the reaction mixture was diluted with 20 ml of water and extracted with 15 ml of methylene chloride. The extract was washed with water and with a satu... The yield is 26.6%. The reactants are F[B-](F)(F)F.O=[N+]=O (nitronium tetrafluoroborate), CC1(OC2=C([C@H]([C@@H]1O)N1C(C3=CC=CC=C3C1)=O)C=C(C=C2)S(=O)(=O)C(F)(F)F)C (trans-3,4-dihydro-2,2-dimethyl-4-(1-oxoisoindolin-2-yl)-6-trifluoromethylsulfonyl-2H-1-benzopyran-3-ol). RXN SMILES: F[B-](F)(F)F.[O:6]=[N+:7]=[O:8].[CH3:9][C:10]1([CH3:38])[C@@H:15]([OH:16])[C@H:14]([N:17]2[CH2:25][C:24]3[C:19](=[CH:20][CH:21]=[CH:22][CH:23]=3)[C:18]2=[O:26])[C:13]2[CH:27]=[C:28]([S:31]([C:34]([F:37])([F:36])[F:35])(=[O:33])=[O:32])[CH:29]=[CH:30][C:12]=2[O:11]1>C(Cl)Cl.O>[N+:7]([O-:8])([O:16][C@H:15]1[C@H:14]([N:17]2[CH2:25][C:24]3[C:19](=[CH:20][CH:21]=[CH:22][CH:23]=3)[C:18]2=[O:26])[C:13]2[CH:27]=[C:28]([S:31]([C:34]([F:37])([F:35])[F:36])(=[O:33])=[O:32])[CH:29]=[CH:30][C:12]=2[O:11][C:10]1([CH3:38])[CH3:9])=[O:6] |f:0.1|. Reaction conditions: time 1.5 hour. The reactants are Br.OC=1C=C2CNCC2=CC1O (5,6-dihydroxyisoindoline hydrobromide), C(=O)[O-].[Na+] (sodium formate), C=O (formalin). Run in C(=O)O (formic acid). Reaction conditions: temperature 80 celsius. Product: Br.OC=1C=C2CN(CC2=CC1O)C (5,6-dihydroxy-2-methylisoindoline hydrobromide). The yield is 72.3%. Reaction SMILES: [BrH:1].[OH:2][C:3]1[CH:4]=[C:5]2[C:9](=[CH:10][C:11]=1[OH:12])[CH2:8][NH:7][CH2:6]2.[CH:13]([O-])=O.[Na+].C=O>C(O)=O>[BrH:1].[OH:2][C:3]1[CH:4]=[C:5]2[C:9](=[CH:10][C:11]=1[OH:12])[CH2:8][N:7]([CH3:13])[CH2:6]2 |f:0.1,2.3,6.7|. Procedure: 15.39 g (66 mmol) of 5,6-dihydroxyisoindoline hydrobromide and 4.48 g (66 mmol) of sodium formate were dissolved in 100 ml of a 50% formic acid aqueous solution, and then 5.17 ml (70 mmol) of 37% formalin was added thereto. The mixture was heated at 80° C. for 4 hours. Then, the reaction solvent was distilled off under reduced pressure, and 200 ml of 23% hydrobromic acid was added to the residue. The mixture was subjected to active carbon treatment. The filtrate was again evaporated under reduce...